From a dataset of the Open Reaction Database (ORD), a public repository of structured organic reaction records. describe an organic reaction: reactants, conditions, products, and yield Starting materials: CCOC(C)=O, COCC=Cc1cccc2c1OCCN(C(=O)OC(C)(C)C)C2, CCOC(C)=O, Cl. The product is COCC=Cc1cccc2c1OCCNC2, Cl. RXN SMILES: [C:24]([O:25][CH2:26][CH3:27])(=[O:28])[CH3:29].[CH3:1][O:2][CH2:3][CH:4]=[CH:5][c:6]1[cH:7][cH:8][cH:9][c:10]2[c:16]1[O:15][CH2:14][CH2:13][N:12]([C:17]([O:18][C:19]([CH3:20])([CH3:21])[CH3:22])=[O:23])[CH2:11]2.[CH3:31][CH2:32][O:33][C:34](=[O:35])[CH3:36].[ClH:30]>>[CH3:1][O:2][CH2:3][CH:4]=[CH:5][c:6]1[cH:7][cH:8][cH:9][c:10]2[c:16]1[O:15][CH2:14][CH2:13][NH:12][CH2:11]2.[ClH:30]. The reactants are IC1=CC(=C(C=C1)CN1N=C(C=C1)N1C(C2=CC=CC=C2C1=O)=O)C(F)(F)F (2-(1-{[4-iodo-2-(trifluoromethyl)phenyl]methyl}-1H-pyrazol-3-yl)-1H-isoindole-1,3(2H)-dione), O.NN (hydrazine monohydrate). The solvent is C1CCOC1 (THF). Run at time 5 hour. The product is IC1=CC(=C(C=C1)CN1N=C(C=C1)N)C(F)(F)F (1-{[4-Iodo-2-(trifluoromethyl)phenyl]methyl}-1H-pyrazol-3-amine). The yield is 49.7%. As a reaction SMILES: [I:1][C:2]1[CH:7]=[CH:6][C:5]([CH2:8][N:9]2[CH:13]=[CH:12][C:11]([N:14]3C(=O)C4C(=CC=CC=4)C3=O)=[N:10]2)=[C:4]([C:25]([F:28])([F:27])[F:26])[CH:3]=1.O.NN>C1COCC1>[I:1][C:2]1[CH:7]=[CH:6][C:5]([CH2:8][N:9]2[CH:13]=[CH:12][C:11]([NH2:14])=[N:10]2)=[C:4]([C:25]([F:26])([F:28])[F:27])[CH:3]=1 |f:1.2|. Procedure: To a solution of crude 2-(1-{[4-iodo-2-(trifluoromethyl)phenyl]methyl}-1H-pyrazol-3-yl)-1H-isoindole-1,3(2H)-dione (1.7 g, 3.42 mmol) in THF (30 ml) was added hydrazine monohydrate (0.83 ml, 17.1 mmol, Aldrich). The resulting yellow solution was stirred at ambient temperature under nitrogen for 5 h. The resulting suspension was filtered using a hydrophobic frit and the residue washed with ether (approximately 25 ml). The filterate was concentrated in vacuo and the residue loaded in dichlorometha...